From a dataset of the Open Reaction Database (ORD), a public repository of structured organic reaction records. describe an organic reaction: reactants, conditions, products, and yield Starting materials: ClC=1C=CC(=C(C1)C1=CC(N(C=C1OC)C(C(=O)O)CCF)=O)C#N (2-[4-(5-chloro-2-cyanophenyl)-5-methoxy-2-oxopyridin-1(2H)-yl]-4-fluorobutanoic acid), NC1=CC=C(C(=O)OC(C)(C)C)C=C1 (tert-butyl 4-aminobenzoate), CC(N=C=NC(C)C)C (DIC). Run in CN(C=O)C (dimethylformamide). The product is ClC=1C=CC(=C(C1)C1=CC(N(C=C1OC)C(C(=O)NC1=CC=C(C(=O)OC(C)(C)C)C=C1)CCF)=O)C#N (tert-Butyl 4-({2-[4-(5-chloro-2-cyanophenyl)-5-methoxy-2-oxopyridin-1(2H)-yl]-4-fluorobutanoyl}amino)benzoate). RXN SMILES: [Cl:1][C:2]1[CH:3]=[CH:4][C:5]([C:24]#[N:25])=[C:6]([C:8]2[C:13]([O:14][CH3:15])=[CH:12][N:11]([CH:16]([CH2:20][CH2:21][F:22])[C:17](O)=[O:18])[C:10](=[O:23])[CH:9]=2)[CH:7]=1.[NH2:26][C:27]1[CH:39]=[CH:38][C:30]([C:31]([O:33][C:34]([CH3:37])([CH3:36])[CH3:35])=[O:32])=[CH:29][CH:28]=1.CC(C)N=C=NC(C)C>CN(C)C=O>[Cl:1][C:2]1[CH:3]=[CH:4][C:5]([C:24]#[N:25])=[C:6]([C:8]2[C:13]([O:14][CH3:15])=[CH:12][N:11]([CH:16]([CH2:20][CH2:21][F:22])[C:17]([NH:26][C:27]3[CH:39]=[CH:38][C:30]([C:31]([O:33][C:34]([CH3:35])([CH3:36])[CH3:37])=[O:32])=[CH:29][CH:28]=3)=[O:18])[C:10](=[O:23])[CH:9]=2)[CH:7]=1. Procedure details: 100 mg (274 μmol) of 2-[4-(5-chloro-2-cyanophenyl)-5-methoxy-2-oxopyridin-1(2H)-yl]-4-fluorobutanoic acid (racemate), 53.0 mg (274 μmol) of tert-butyl 4-aminobenzoate, 39.0 mg (274 μmol) of Oxima and 43.0 μl (274 μmol) of DIC in 5 ml of dimethylformamide were reacted according to General Method 5B. Filtration gave the title compound. Yield: 117 mg (78% of theory) Reactants: C[Si](C)(C)CCOCCl, CSc1ncc2c(O)ccn2n1, [H-], [Na+], CN(C)C=O. The product is CSc1ncc2c(OCOCC[Si](C)(C)C)ccn2n1. Reaction SMILES: [CH3:15][Si:16]([CH2:17][CH2:18][O:19][CH2:20][Cl:21])([CH3:22])[CH3:23].[CH3:1][S:2][c:3]1[n:4][n:5]2[c:6]([cH:7][n:8]1)[c:9]([OH:12])[cH:10][cH:11]2.[H-:13].[Na+:14].[O:24]=[CH:25][N:26]([CH3:27])[CH3:28]>>[CH3:1][S:2][c:3]1[n:4][n:5]2[c:6]([cH:7][n:8]1)[c:9]([O:12][CH2:20][O:19][CH2:18][CH2:17][Si:16]([CH3:15])([CH3:22])[CH3:23])[cH:10][cH:11]2. The reactants are COC1=CC=C(C=C1)N (p-Anisidine), C(C)OC(=O)C=1C=NC2=CC=C(C=C2C1Cl)Br (6-bromo-4-chloroquinoline-3-carboxylic acid ethyl ester). Run in O1CCOCC1 (dioxane), petroleum ether. Yields the product BrC=1C=C2C(=C(C=NC2=CC1)C(=O)OCC)NC1=CC=C(C=C1)OC (ethyl 6-bromo-4-[(4-methoxyphenyl)amino]quinoline-3-carboxylate). The yield is 101.9%. As a reaction SMILES: [CH3:1][O:2][C:3]1[CH:8]=[CH:7][C:6]([NH2:9])=[CH:5][CH:4]=1.[CH2:10]([O:12][C:13]([C:15]1[CH:16]=[N:17][C:18]2[C:23]([C:24]=1Cl)=[CH:22][C:21]([Br:26])=[CH:20][CH:19]=2)=[O:14])[CH3:11]>O1CCOCC1>[Br:26][C:21]1[CH:22]=[C:23]2[C:18](=[CH:19][CH:20]=1)[N:17]=[CH:16][C:15]([C:13]([O:12][CH2:10][CH3:11])=[O:14])=[C:24]2[NH:9][C:6]1[CH:7]=[CH:8][C:3]([O:2][CH3:1])=[CH:4][CH:5]=1. Procedure details: p-Anisidine (0.43 g) and 6-bromo-4-chloroquinoline-3-carboxylic acid ethyl ester (1 g) were mixed in dioxane and irradiated in a microwave reactor at 150° C. for 30 minutes. The reaction mixture was diluted with petroleum ether. The solid product obtained was filtered and dried to give 1.3 g (100%) of ethyl 6-bromo-4-[(4-methoxyphenyl)amino]quinoline-3-carboxylate. 1H NMR (300 MHz, CDCl3) δ 11.41 (s, 1H, —NH—), 9.22 (s, 1H, aromatic), 8.20 (d, 1H, J=8.2 Hz, aromatic), 7.77 (d, 1H, J=8.2 Hz, arom...